Task: describe an organic reaction: reactants, conditions, products, and yield. Dataset: the Open Reaction Database (ORD), a public repository of structured organic reaction records Reactants: [K+], O=P([O-])(O)O, CN1CCN(CCNC(=O)Nc2nc3ccc(SC#N)cc3s2)CC1, OC(CS)C(O)CS. Yields the product CN1CCN(CCNC(=O)Nc2nc3ccc(S)cc3s2)CC1. RXN SMILES: [K+:26].[OH:27][P:28](=[O:29])([O-:30])[OH:31].[S:1]([C:2]#[N:3])[c:4]1[cH:5][c:6]2[c:7]([n:8][c:9]([NH:11][C:12](=[O:13])[NH:14][CH2:15][CH2:16][N:17]3[CH2:18][CH2:19][N:20]([CH3:23])[CH2:21][CH2:22]3)[s:10]2)[cH:24][cH:25]1.[SH:32][CH2:33][CH:34]([CH:35]([CH2:36][SH:37])[OH:38])[OH:39]>>[SH:1][c:4]1[cH:5][c:6]2[c:7]([n:8][c:9]([NH:11][C:12](=[O:13])[NH:14][CH2:15][CH2:16][N:17]3[CH2:18][CH2:19][N:20]([CH3:23])[CH2:21][CH2:22]3)[s:10]2)[cH:24][cH:25]1.